From a dataset of the Open Reaction Database (ORD), a public repository of structured organic reaction records. describe an organic reaction: reactants, conditions, products, and yield Starting materials: [H-].[Al+3].[Li+].[H-].[H-].[H-] (lithium aluminum hydride), [Cl-].[Al+3].[Cl-].[Cl-] (aluminum(III) chloride), C(C1=CC=CC=C1)N1CCOC(C(C1=O)O)C1=CC(=C(C=C1)Cl)Cl ((6RS,7RS)-4-benzyl-7-(3,4-dichlorophenyl)-6-hydroxy-1,4-oxazepan-5-one), [C@@H]([C@H](C(=O)[O-])O)(C(=O)[O-])O.[Na+].[K+] (Rochelle salt). Reported procedure: To a solution of lithium aluminum hydride (11.2 g) in THF (120 ml) was added, in an argon stream, aluminum(III) chloride (10.5 g) at room temperature, and the mixture was stirred at room temperature for 40 min. The reaction mixture was cooled to 0° C., a solution of (6RS,7RS)-4-benzyl-7-(3,4-dichlorophenyl)-6-hydroxy-1,4-oxazepan-5-one (28.9 g) in THF (100 mL) was added dropwise, and the mixture was stirred for 3 hr. To the reaction mixture was added 10% aqueous Rochelle salt solution (90 mL) at... Yields the product C(C1=CC=CC=C1)N1CCOC(C(C1)O)C1=CC(=C(C=C1)Cl)Cl ((6RS,7SR)-4-benzyl-7-(3,4-dichlorophenyl)-1,4-oxazepan-6-ol). Reaction SMILES: [H-].[Al+3].[Li+].[H-].[H-].[H-].[Cl-].[Al+3].[Cl-].[Cl-].[CH2:11]([N:18]1[C:24](=O)[CH:23]([OH:26])[CH:22]([C:27]2[CH:32]=[CH:31][C:30]([Cl:33])=[C:29]([Cl:34])[CH:28]=2)[O:21][CH2:20][CH2:19]1)[C:12]1[CH:17]=[CH:16][CH:15]=[CH:14][CH:13]=1.[C@H](O)(C([O-])=O)[C@@H](O)C([O-])=O.[Na+].[K+]>C1COCC1>[CH2:11]([N:18]1[CH2:24][CH:23]([OH:26])[CH:22]([C:27]2[CH:32]=[CH:31][C:30]([Cl:33])=[C:29]([Cl:34])[CH:28]=2)[O:21][CH2:20][CH2:19]1)[C:12]1[CH:13]=[CH:14][CH:15]=[CH:16][CH:17]=1 |f:0.1.2.3.4.5,6.7.8.9,11.12.13|. Run at time 40 minute. Solvent: C1CCOC1 (THF), C1CCOC1 (THF). Isolated yield 99.7%. Starting materials: COC(=O)c1ccc2c(c1F)NC(c1cccc(N3CCOCC3)c1)C(C)(C)C2, CO, Cl, [Na+], C1CCOC1, [OH-], O. Product: CC1(C)Cc2ccc(C(=O)O)c(F)c2NC1c1cccc(N2CCOCC2)c1. Reaction SMILES: [CH3:1][O:2][C:3](=[O:4])[c:5]1[cH:6][cH:7][c:8]2[c:13]([c:14]1[F:15])[NH:12][CH:11]([c:16]1[cH:17][c:18]([N:22]3[CH2:23][CH2:24][O:25][CH2:26][CH2:27]3)[cH:19][cH:20][cH:21]1)[C:10]([CH3:28])([CH3:29])[CH2:9]2.[CH3:33][OH:34].[ClH:32].[Na+:31].[O:35]1[CH2:36][CH2:37][CH2:38][CH2:39]1.[OH-:30].[OH2:40]>>[O:2]=[C:3]([OH:4])[c:5]1[cH:6][cH:7][c:8]2[c:13]([c:14]1[F:15])[NH:12][CH:11]([c:16]1[cH:17][c:18]([N:22]3[CH2:23][CH2:24][O:25][CH2:26][CH2:27]3)[cH:19][cH:20][cH:21]1)[C:10]([CH3:28])([CH3:29])[CH2:9]2. The reactants are CN(C)c1ccncc1, COc1cc2nccc(Cl)c2cc1OC, Clc1ccccc1Cl, O, Oc1ccnc2ccsc12. Yields the product COc1cc2nccc(Oc3ccnc4ccsc34)c2cc1OC. As a reaction SMILES: [CH3:27][N:28]([CH3:29])[c:30]1[cH:31][cH:32][n:33][cH:34][cH:35]1.[Cl:11][c:12]1[cH:13][cH:14][n:15][c:16]2[cH:17][c:18]([O:24][CH3:25])[c:19]([O:22][CH3:23])[cH:20][c:21]12.[Cl:36][c:37]1[cH:38][cH:39][cH:40][cH:41][c:42]1[Cl:43].[OH2:26].[s:1]1[cH:2][cH:3][c:4]2[n:5][cH:6][cH:7][c:8]([OH:10])[c:9]12>>[s:1]1[cH:2][cH:3][c:4]2[n:5][cH:6][cH:7][c:8]([O:10][c:12]3[cH:13][cH:14][n:15][c:16]4[cH:17][c:18]([O:24][CH3:25])[c:19]([O:22][CH3:23])[cH:20][c:21]34)[c:9]12. Starting materials: C1(CCCCC1)=O (cyclohexanone), C(#N)CC(=O)OC (methyl cyanoacetate), C(C)(=O)[O-].[NH4+] (ammonium acetate), C(C)(=O)O (acetic acid). Solvent: C1=CC=CC=C1 (benzene). The product is COC(C(=C1CCCCC1)C#N)=O (cyano-cyclohexylidene-acetic acid methyl ester). RXN SMILES: [C:1]1(=O)[CH2:6][CH2:5][CH2:4][CH2:3][CH2:2]1.[C:8]([CH2:10][C:11]([O:13][CH3:14])=[O:12])#[N:9].C([O-])(=O)C.[NH4+].C(O)(=O)C>C1C=CC=CC=1>[CH3:14][O:13][C:11](=[O:12])[C:10]([C:8]#[N:9])=[C:1]1[CH2:6][CH2:5][CH2:4][CH2:3][CH2:2]1 |f:2.3|. Procedure: To a solution of cyclohexanone (84.1 g, 1 mol) in dry benzene (100 mL) was added methyl cyanoacetate (99.1 g, 1 mol), ammonium acetate (10 g) and glacial acetic acid (20 mL). The reaction mixture was heated to reflux using Dean-Stark apparatus for 12 hours and allowed to cool to room temperature. Excess of solvents was removed in vacuo and the residue was dissolved in EtOAc (400 mL). The organic layer was washed with water, dried over sodium sulfate and evaporated to give cyano-cyclohexylidene-a... The reactants are C(C1=CC=CC=C1)OC1=CC=C(C=C1)[C@@H]1[C@H](CN(CC1)C(=O)OC(C)(C)C)O ((3R,4R)-tert-butyl 4-(4-(benzyloxy)phenyl)-3-hydroxypiperidine-1-carboxylate), Cl (HCl). Solvent: O1CCOCC1 (dioxane), O1CCOCC1 (dioxane). Conditions: time 2 hour. The product is Cl.C(C1=CC=CC=C1)OC1=CC=C(C=C1)[C@@H]1[C@H](CNCC1)O ((3R,4R)-4-(4-(Benzyloxy)phenyl)piperidin-3-ol hydrochloride). As a reaction SMILES: [CH2:1]([O:8][C:9]1[CH:14]=[CH:13][C:12]([C@H:15]2[CH2:20][CH2:19][N:18](C(OC(C)(C)C)=O)[CH2:17][C@@H:16]2[OH:28])=[CH:11][CH:10]=1)[C:2]1[CH:7]=[CH:6][CH:5]=[CH:4][CH:3]=1.[ClH:29]>O1CCOCC1>[ClH:29].[CH2:1]([O:8][C:9]1[CH:14]=[CH:13][C:12]([C@H:15]2[CH2:20][CH2:19][NH:18][CH2:17][C@@H:16]2[OH:28])=[CH:11][CH:10]=1)[C:2]1[CH:3]=[CH:4][CH:5]=[CH:6][CH:7]=1 |f:3.4|. Reported procedure: A mixture of (3R,4R)-tert-butyl 4-(4-(benzyloxy)phenyl)-3-hydroxypiperidine-1-carboxylate (750 mg, 2 mmol), dioxane (4 mL) and 4.9 mL of 4 M HCl in dioxane was stirred at rt for 2 h. The reaction was then evaporated to dryness to yield 550 mg of (3R,4R)-4-(4-(Benzyloxy)phenyl)piperidin-3-ol hydrochloride which was used without further purification. LCMS (method J) RT 0.70 min, m/z 284 (M+H+). Starting materials: mixture, Cl (hydrochloric acid), O1CCOCC1 (dioxane), C1(=CC=CC=C1)C1(CCS(C2CN(CC21)C(=O)OCCCCC(=O)OC(C)(C)C)=O)C2=CC=CC=C2 (4,4-diphenyl-6-tert-butyloxycarbonylbutyloxycarbonylperhydrothiopyrano[2,3-c]pyrrole 1-oxide). Run in ClCCl (dichloromethane). The product is C1(=CC=CC=C1)C1(CCS(C2CNCC21)=O)C2=CC=CC=C2 ((1RS,4aRS,7aRS)-4,4-diphenylperhydrothiopyrano[2,3-c]pyrrole 1-oxide). Isolated yield 123.8%. Reaction SMILES: [C:1]1([C:7]2([C:31]3[CH:36]=[CH:35][CH:34]=[CH:33][CH:32]=3)[CH:15]3[CH:11]([CH2:12][N:13](C(OCCCCC(OC(C)(C)C)=O)=O)[CH2:14]3)[S:10](=[O:30])[CH2:9][CH2:8]2)[CH:6]=[CH:5][CH:4]=[CH:3][CH:2]=1.Cl.O1CCOCC1>ClCCl>[C:31]1([C:7]2([C:1]3[CH:6]=[CH:5][CH:4]=[CH:3][CH:2]=3)[CH:15]3[CH:11]([CH2:12][NH:13][CH2:14]3)[S:10](=[O:30])[CH2:9][CH2:8]2)[CH:32]=[CH:33][CH:34]=[CH:35][CH:36]=1. Reported procedure: 3.98 g of 4,4-diphenyl-6-tert-butyloxycarbonylbutyloxycarbonylperhydrothiopyrano[2,3-c]pyrrole 1-oxide (mixture of the 1RS,4aSR,7aSR and 1RS,4aRS,7aRS isomers) are treated with 40 cm3 of a mixture of concentrated hydrochloric acid (37% hydrochloric acid) and dioxane (1/2 by volume) for 48 hours at 20° C. The solution is concentrated to dryness at 40° C. under reduced pressure (2.7 kPa). The oil obtained is taken up in 30 cm3 of dichloromethane, the solution is washed with 60 cm3 of a 2N aqueous ... Starting materials: S1(=O)(=O)NC(=O)C2=CC=CC=C12 (Saccharin), O1CCOCC1 (dioxane), S(=O)(Cl)Cl (thionyl chloride). Solvent: CN(C)C=O (DMF). Product: ClC1=NS(C2=C1C=CC=C2)(=O)=O (3-Chloro-benzo[d]isothiazole 1,1-dioxide). Reaction SMILES: [S:1]1([C:12]2[C:7](=[CH:8][CH:9]=[CH:10][CH:11]=2)[C:5](=O)[NH:4]1)(=[O:3])=[O:2].O1CCOCC1.S(Cl)([Cl:21])=O>CN(C=O)C>[Cl:21][C:5]1[C:7]2[CH:8]=[CH:9][CH:10]=[CH:11][C:12]=2[S:1](=[O:3])(=[O:2])[N:4]=1. Procedure: Saccharin (10 g) was treated sequentially with dioxane (40 mL), thionyl chloride (15 mL) and DMF (0.4 mL). The resulting suspension was heated to reflux for 24 hours. The reaction mixture was concentrated to dryness and recrystalized from 60 mL toluene to give 5.7 g of the sub-title compound as a white solid.